This data is from the Open Reaction Database (ORD), a public repository of structured organic reaction records. The task is: describe an organic reaction: reactants, conditions, products, and yield Yields the product C(C=C)(=O)O.NC(=O)OCC (urethane acrylate). RXN SMILES: CC1C(N=C=O)=CC([N:8]=[C:9]=[O:10])=CC=1.CC1CCOC1.C(C1[C:29]([OH:30])=[C:28](C(C)(C)C)C=C(C)C=1)(C)(C)C.[C:36]([O:40]CCO)(=[O:39])[CH:37]=[CH2:38].[N-]=C=O>O1CCCC1>[C:36]([OH:40])(=[O:39])[CH:37]=[CH2:38].[NH2:8][C:9]([O:30][CH2:29][CH3:28])=[O:10] |f:6.7|. The reactants are C(C=C)(=O)OCCO (hydroxyethyl acrylate), [N-]=C=O (isocyanate), CC=1C(=CC(=CC1)N=C=O)N=C=O (tolylene diisocyanate), CC1COCC1 (3-methyltetrahydrofuran), C(C)(C)(C)C1=CC(=CC(=C1O)C(C)(C)C)C (2,6-di-t-butyl-p-cresol). Reported procedure: Into a reaction vessel equipped with a stirrer were charged 5.5 parts of tolylene diisocyanate, 42.0 parts of a ring-opening copolymer from tetrahydrofuran and 3-methyltetrahydrofuran, having a number average molecular weight of 2,000, and 0.01 part of 2,6-di-t-butyl-p-cresol, as a polymerization inhibitor. The mixture was cooled with ice to a temperature of below 10° C., while stirring. When the temperature was lower than 10° C., 0.04 part of dibutyltindilaurate was added and the mixture was st... Solvent: O1CCCC1 (tetrahydrofuran). Yields the product CN1N=CC=C1C(C#CC1=CC=C(C=C1)C(F)(F)F)=O (1-(1-Methyl-1H-pyrazol-5-yl)-3-[4-(trifluoromethyl)phenyl]prop-2-yn-1-one). Run in O1CCCC1 (tetrahydrofuran), O1CCCC1 (tetrahydrofuran). RXN SMILES: C[Mg]Br.[C:4]([C:6]1[CH:11]=[CH:10][C:9]([C:12]([F:15])([F:14])[F:13])=[CH:8][CH:7]=1)#[CH:5].CON(C)[C:19]([C:21]1[N:25]([CH3:26])[N:24]=[CH:23][CH:22]=1)=[O:20].[Cl-].[NH4+]>O1CCCC1>[CH3:26][N:25]1[C:21]([C:19](=[O:20])[C:5]#[C:4][C:6]2[CH:11]=[CH:10][C:9]([C:12]([F:13])([F:14])[F:15])=[CH:8][CH:7]=2)=[CH:22][CH:23]=[N:24]1 |f:3.4|. Reaction conditions: temperature -78 celsius, time 2 hour. Starting materials: CON(C(=O)C1=CC=NN1C)C (N-methoxy-N,1-dimethyl-1H-pyrazol-5-carboxamide), [Cl-].[NH4+] (ammonium chloride), C[Mg]Br (Methyl magnesium bromide), C(#C)C1=CC=C(C=C1)C(F)(F)F (1-ethynyl-4-(trifluoromethyl)benzene). Procedure: Methyl magnesium bromide (9.70 mL, 1.0 M tetrahydrofuran solution) was added dropwise to a tetrahydrofuran (4.0 mL) solution of 1-ethynyl-4-(trifluoromethyl)benzene (1.80 mL) under cooling in an ice bath, and the obtained solution was then stirred for 2 hours. Thereafter, the reaction solution was cooled to −78° C., and a tetrahydrofuran (6.2 mL) solution of N-methoxy-N,1-dimethyl-1H-pyrazol-5-carboxamide (867 mg) was then added thereto. The obtained mixture was stirred for 1 hour, and was then ...